Dataset: the Open Reaction Database (ORD), a public repository of structured organic reaction records. Task: describe an organic reaction: reactants, conditions, products, and yield Starting materials: C(C)OC(=O)CCNC(NC=1C=C(C(=O)O)C=CC1)=O (3-[3-(2-ethoxycarbonyl-ethyl)-ureido]-benzoic acid), Cl.N1\C(\NCC12CCNCC2)=N\C(=O)C2=NC(=C(N=C2N)N)Cl (3,5-diamino-6-chloro-pyrazine-2-carboxylic acid [1,3,8-triaza-spiro[4.5]dec-(2E)-ylidene]-amide hydrochloride). Product: C(C)OC(CCNC(=O)NC1=CC(=CC=C1)C(=O)N1CCC2(CN\C(\N2)=N/C(=O)C2=NC(=C(N=C2N)N)Cl)CC1)=O (3-[3-(3-{2-[(E)-3,5-Diamino-6-chloro-pyrazine-2-carbonylimino]-1,3,8-triaza-spiro[4.5]decane-8-carbonyl}-phenyl)-ureido]-propionic acid ethyl ester). As a reaction SMILES: [CH2:1]([O:3][C:4]([CH2:6][CH2:7][NH:8][C:9](=[O:20])[NH:10][C:11]1[CH:12]=[C:13]([CH:17]=[CH:18][CH:19]=1)[C:14]([OH:16])=O)=[O:5])[CH3:2].Cl.[NH:22]1[C:26]2([CH2:31][CH2:30][NH:29][CH2:28][CH2:27]2)[CH2:25][NH:24]/[C:23]/1=[N:32]\[C:33]([C:35]1[C:40]([NH2:41])=[N:39][C:38]([NH2:42])=[C:37]([Cl:43])[N:36]=1)=[O:34]>>[CH2:1]([O:3][C:4](=[O:5])[CH2:6][CH2:7][NH:8][C:9]([NH:10][C:11]1[CH:19]=[CH:18][CH:17]=[C:13]([C:14]([N:29]2[CH2:30][CH2:31][C:26]3([NH:22]/[C:23](=[N:32]/[C:33]([C:35]4[C:40]([NH2:41])=[N:39][C:38]([NH2:42])=[C:37]([Cl:43])[N:36]=4)=[O:34])/[NH:24][CH2:25]3)[CH2:27][CH2:28]2)=[O:16])[CH:12]=1)=[O:20])[CH3:2] |f:1.2|. Procedure details: The title compound was prepared from 3-[3-(2-ethoxycarbonyl-ethyl)-ureido]-benzoic acid (Int. F) and 3,5-diamino-6-chloro-pyrazine-2-carboxylic acid [1,3,8-triaza-spiro[4.5]dec-(2E)-ylidene]-amide hydrochloride using an analogous method to Example 1; LC-MS Rt 0.81 mins; 587.4 and 589.3 [M+H]+, Method 2minLC_v003. Starting materials: C(C)(C)(C)OC(=O)NCC(O)C=1OC=CC1 (2-t-butoxycarbonylamino-1-(2-furyl)ethanol), P(Cl)(Cl)(Cl)(Cl)Cl (phosphorus pentachloride). Product: C(C)(C)(C)OC(=O)NCC(C=1OC=CC1)Cl (2-t-Butoxycarbonylamino-1-chloro-1-(2-furyl)ethane). As a reaction SMILES: [C:1]([O:5][C:6]([NH:8][CH2:9][CH:10]([C:12]1[O:13][CH:14]=[CH:15][CH:16]=1)O)=[O:7])([CH3:4])([CH3:3])[CH3:2].P(Cl)(Cl)(Cl)(Cl)[Cl:18]>>[C:1]([O:5][C:6]([NH:8][CH2:9][CH:10]([Cl:18])[C:12]1[O:13][CH:14]=[CH:15][CH:16]=1)=[O:7])([CH3:4])([CH3:3])[CH3:2]. Reported procedure: Following the procedure described in Example 42(b), 14 g of 2-t-butoxycarbonylamino-1-(2-furyl)ethanol [prepared as described in step (a) above] was treated with phosphorus pentachloride to afford 15 g of the title compound as crystals, melting at 75°-77° C. This substance was used for the next step without purification because it was decomposed by silica gel column chromatography. The reactants are [H-].[H-].[H-].[H-].[Li+].[Al+3] (LiAlH4), S1C=NC2=C1C=C(C=C2)C(=O)OCC (Ethyl benzothiazole-6-carboxylate). Run in C1CCOC1 (THF), C1CCOC1 (THF). Run at time 8 hour. Product: S1C=NC2=C1C=C(C=C2)CO ((Benzothiazol-6-yl)-methanol). RXN SMILES: [H-].[H-].[H-].[H-].[Li+].[Al+3].[S:7]1[C:11]2[CH:12]=[C:13]([C:16](OCC)=[O:17])[CH:14]=[CH:15][C:10]=2[N:9]=[CH:8]1>C1COCC1>[S:7]1[C:11]2[CH:12]=[C:13]([CH2:16][OH:17])[CH:14]=[CH:15][C:10]=2[N:9]=[CH:8]1 |f:0.1.2.3.4.5|. Procedure details: To a suspension of 76 mg of LiAlH4 in dry THF (20 mL) under N2 was added dropwise and at 0° C. a solution of ester 39 (207 mg, 1 mmol) in dry THF (6.7 ml). After 2 h. the ice bath was removed and the mixture was stirred overnight at room temperature, then cooled to 0° C. The excess of LiAlH4 was destroyed very cautiously by a saturated solution of NH4Cl. The organic layer was removed and the aqueous layer was extracted with EtOAc. The combined organic extracts were dried (Na2CO3) and evaporated,...